This data is from the Open Reaction Database (ORD), a public repository of structured organic reaction records. The task is: describe an organic reaction: reactants, conditions, products, and yield Reactants: C(C)OC(CCC=1C=C2C(=CC1)N(CC21CN(CC1)C(=O)OC(C)(C)C)C(=O)OCC[Si](C)(C)C)=O (1-(2-(trimethylsilyl)ethyl) 1′-tert-butyl 5-(3-ethoxy-3-oxopropyl)spiro[indoline-3,3′-pyrrolidine]-1,1′-dicarboxylate), Cl.N1CCC1 (azetidine hydrochloride), NC=1SC(=CN1)C (2-amino-5-methylthiazole), C(C)(=O)OCC(=O)Cl (acetoxyacetyl chloride). Product: N1(CCC1)C(CCC=1C=C2C(=CC1)N(CC21CN(CC1)C(CO)=O)C(=O)NC=1SC(=CN1)C)=O (5-(3-(azetidin-1-yl)-3-oxopropyl)-1′-(2-hydroxyacetyl)-N-(5-methylthiazol-2-yl)spiro[indoline-3,3′-pyrrolidine]-1-carboxamide). RXN SMILES: C(O[C:4](=[O:36])[CH2:5][CH2:6][C:7]1[CH:8]=[C:9]2[C:15]3([CH2:19][CH2:18][N:17]([C:20]([O:22]C(C)(C)C)=O)[CH2:16]3)[CH2:14][N:13]([C:27]([O:29]CC[Si](C)(C)C)=O)[C:10]2=[CH:11][CH:12]=1)C.[NH2:37][C:38]1[S:39][C:40]([CH3:43])=[CH:41][N:42]=1.C(OC[C:49](Cl)=[O:50])(=O)C.Cl.[NH:53]1[CH2:56][CH2:55][CH2:54]1>>[N:53]1([C:4](=[O:36])[CH2:5][CH2:6][C:7]2[CH:8]=[C:9]3[C:15]4([CH2:19][CH2:18][N:17]([C:20](=[O:22])[CH2:49][OH:50])[CH2:16]4)[CH2:14][N:13]([C:27]([NH:37][C:38]4[S:39][C:40]([CH3:43])=[CH:41][N:42]=4)=[O:29])[C:10]3=[CH:11][CH:12]=2)[CH2:56][CH2:55][CH2:54]1 |f:3.4|. Procedure details: The captioned compound was obtained in the form of a white solid by performing the same reactions and/or treatments as those in Step 5 of Example 383, and Examples 1, 2, 3, 29, and 85, with the exceptions that 1-(2-(trimethylsilyl)ethyl) 1′-tert-butyl 5-(3-ethoxy-3-oxopropyl)spiro[indoline-3,3′-pyrrolidine]-1,1′-dicarboxylate was used instead of 1-(2-(trimethylsilyl)ethyl) 1′-tert-butyl 5-(methylsulfonyl)spiro[indoline-3,3′-pyrrolidine]-1,1′-dicarboxylate, that 2-amino-5-methylthiazole was used ... Reactants: NC=1C(=NC=NC1Cl)N[C@@H]1C[C@@H](OC1)CO ((2R-cis)-4-[(5-amino-6-chloro-4-pyrimidinyl)amino]tetrahydro-2-furanmethanol), NC=1C(=NC=NC1Cl)N[C@@H]1C[C@@H](OC1)CO ((2R-cis)-4-[(5-amino-6-chloro-4-pyrimidinyl) amino]tetrahydro-2-furanmethanol), C(C)OC(OCC)OC(C)=O (diethoxymethylacetate). Run at time 1 hour. Yields the product ClC1=C2N=CN(C2=NC=N1)[C@@H]1C[C@@H](OC1)CO ((2R-cis)-4-(6-chloro-9H-purin-9-yl) tetrahydro-2-furanmethanol). The yield is 48.0%. RXN SMILES: [NH2:1][C:2]1[C:3]([NH:9][C@H:10]2[CH2:14][O:13][C@@H:12]([CH2:15][OH:16])[CH2:11]2)=[N:4][CH:5]=[N:6][C:7]=1[Cl:8].[CH2:17](OC(OC(=O)C)OCC)C>>[Cl:8][C:7]1[N:6]=[CH:5][N:4]=[C:3]2[C:2]=1[N:1]=[CH:17][N:9]2[C@H:10]1[CH2:14][O:13][C@@H:12]([CH2:15][OH:16])[CH2:11]1. Procedure details: A solution of (2R-cis)-4-[(5-amino-6-chloro-4-pyrimidinyl)amino]tetrahydro-2-furanmethanol, Compound IX, (220 mg, 0.90 mmole) and diethoxymethylacetate (5 mL) in a 10 mL round bottom flask fitted with a reflux condenser was heated to 100° for 120 hours. The volatile materials were removed via rotary evaporation, and the residue was recombined with toluene (5 mL) and p-toluenesulphonic acid (5 mg). After stirring at room temperature for one hour and by flash column chromatography (10% MeOH/90% CH... Reactants: FC(C(CC(=O)OCC)=O)(F)F (Ethyl 4,4,4-trifluoroacetoacetate), CS(=O)(=O)O (methanesulfonic acid), [H][H] (Hydrogen). Reagents/catalysts: [Pt] (platinum). Reaction conditions: temperature 40 celsius, time 6 hour. The product is FC(C(CC(=O)OCC)O)(F)F (ethyl 4,4,4-trifluoro-3-hydroxybutyrate). The yield is 50.1%. As a reaction SMILES: [F:1][C:2]([F:12])([F:11])[C:3](=[O:10])[CH2:4][C:5]([O:7][CH2:8][CH3:9])=[O:6].CS(O)(=O)=O.[H][H]>[Pt]>[F:1][C:2]([F:11])([F:12])[CH:3]([OH:10])[CH2:4][C:5]([O:7][CH2:8][CH3:9])=[O:6]. Procedure details: Ethyl 4,4,4-trifluoroacetoacetate (50 g), under a blanket of nitrogen gas, is heated to 40° C. and treated with platinum (0.1 g of 5% Pt/C, 0.01% load) and methanesulfonic acid (1.5 g, 2.9% load). Hydrogen is charged to a pressure of 5 bars, and the mixture agitated at 40° C. for 6h. After filtration to remove the catalyst, 25.3 g (50% yield) of ethyl 4,4,4-trifluoro-3-hydroxybutyrate is obtained. Starting materials: O=C1N(C(C2=CC=CC=C12)=O)CC(C(=O)OC)C1=CSC=C1 (methyl 3-(1,3-dioxoisoindolin-2-yl)-2-(thiophen-3-yl)propanoate), Cl (HCl). Reported procedure: To methyl 3-(1,3-dioxoisoindolin-2-yl)-2-(thiophen-3-yl)propanoate (E45) was added 6 N HCl, and the solution was refluxed for 4 hours. The solvents were evaporated to give 3-amino-2-(thiophen-3-yl)propanoic acid (E46). Yields the product NCC(C(=O)O)C1=CSC=C1 (3-amino-2-(thiophen-3-yl)propanoic acid). Reaction SMILES: O=C1C2C(=CC=CC=2)C(=O)[N:3]1[CH2:12][CH:13]([C:18]1[CH:22]=[CH:21][S:20][CH:19]=1)[C:14]([O:16]C)=[O:15].Cl>>[NH2:3][CH2:12][CH:13]([C:18]1[CH:22]=[CH:21][S:20][CH:19]=1)[C:14]([OH:16])=[O:15]. The reactants are C(C)(C)O[C@H]1C[C@H]([C@H](CC1)N1C([C@H](CC1)NC(OCC1=CC=CC=C1)=O)=O)CS(=O)(=O)C(C)C (benzyl (S)-1-((1S,2R,4R)-4-isopropoxy-2-(isopropylsulfonylmethyl)cyclohexyl)-2-oxopyrrolidin-3-ylcarbamate), [H][H] (hydrogen). The reagents and catalysts are [Pd] (Pd/C). The solvent is CO (MeOH). Run at time 8 hour. The product is N[C@@H]1C(N(CC1)[C@@H]1[C@@H](C[C@@H](CC1)OC(C)C)CS(=O)(=O)C(C)C)=O ((S)-3-amino-1-((1S,2R,4R)-4-isopropoxy-2-(isopropylsulfonylmethyl)cyclohexyl)pyrrolidin-2-one). RXN SMILES: [CH:1]([O:4][C@@H:5]1[CH2:10][CH2:9][C@H:8]([N:11]2[CH2:15][CH2:14][C@H:13]([NH:16]C(=O)OCC3C=CC=CC=3)[C:12]2=[O:27])[C@H:7]([CH2:28][S:29]([CH:32]([CH3:34])[CH3:33])(=[O:31])=[O:30])[CH2:6]1)([CH3:3])[CH3:2].[H][H]>CO.[Pd]>[NH2:16][C@H:13]1[CH2:14][CH2:15][N:11]([C@H:8]2[CH2:9][CH2:10][C@@H:5]([O:4][CH:1]([CH3:3])[CH3:2])[CH2:6][C@H:7]2[CH2:28][S:29]([CH:32]([CH3:34])[CH3:33])(=[O:31])=[O:30])[C:12]1=[O:27]. Procedure: A sample of benzyl (S)-1-((1S,2R,4R)-4-isopropoxy-2-(isopropylsulfonylmethyl)cyclohexyl)-2-oxopyrrolidin-3-ylcarbamate A (faster isomer, 0.41 g) and Pd/C (0.08 g) were taken in MeOH (20 mL) and stirred at rt under 50 psi hydrogen pressure. After stirring overnight, the reaction mixture was filtered through Celite using EtOAc. Upon concentration and drying in vacuo, (S)-3-amino-1-((1S,2R,4R)-4-isopropoxy-2-(isopropylsulfonylmethyl)cyclohexyl)pyrrolidin-2-one was obtained as a clear viscous oil. Reactants: [OH-].[Na+] (NaOH), C1=C2CC3=C(NC=4C=CC=CC34)C2=CC=C1 (5,10-dihydroindeno[1,2-b]indole), CI (MeI). Reagents/catalysts: [Br-].C[N+](CCCCCCCCCCCCCCCC)(C)C (trimethylcetylammonium bromide). The solvent is C1=CC=CC=C1 (benzene). Run at time 2 hour. Product: CN1C2=C(C=3C=CC=CC13)CC1=CC=CC=C12 (N-methyl-5,10-dihydroindeno[1,2-b]indole). Isolated yield 86.3%. As a reaction SMILES: [OH-].[Na+].[CH:3]1[CH:18]=[CH:17][CH:16]=[C:15]2[C:4]=1[CH2:5][C:6]1[C:14]3[CH:13]=[CH:12][CH:11]=[CH:10][C:9]=3[NH:8][C:7]=12.[CH3:19]I>[Br-].C[N+](C)(C)CCCCCCCCCCCCCCCC.C1C=CC=CC=1>[CH3:19][N:8]1[C:9]2[CH:10]=[CH:11][CH:12]=[CH:13][C:14]=2[C:6]2[CH2:5][C:4]3[C:15]([C:7]1=2)=[CH:16][CH:17]=[CH:18][CH:3]=3 |f:0.1,4.5|. Reported procedure: In a 0.5 l bulb were placed 100 ml 50% aqueous NaOH, 100 ml benzene, 6.1 g (28 mmol)of 5,10-dihydroindeno[1,2-b]indole, prepared in the Example 1,1.8 ml (28 mmol) of MeI and o.5 g of trimethylcetylammonium bromide. After having stirred the obtained mixture for 2 hours, the formation of an organic phase was observed; said phase was separated, washed twice with water (100 ml) and dried over Na2SO4. After removal of the solvent, the residue was recrystallized from ethanol, obtaining 5.3 g of N-meth... The reactants are ClC1=C2CCC(C2=CC(=C1OC)OC)=O (4-Chloro-5,6-dimethoxy-indan-1-one), C(CCC)ON=O (n-butylnitrite). Product: ClC1=C2CC(C(C2=CC(=C1OC)OC)=O)=NO (4-Chloro-5,6-dimethoxy-indan-1,2-dione 2-oxime). Reaction SMILES: [Cl:1][C:2]1[C:10]([O:11][CH3:12])=[C:9]([O:13][CH3:14])[CH:8]=[C:7]2[C:3]=1[CH2:4][CH2:5][C:6]2=[O:15].C([O:20][N:21]=O)CCC>>[Cl:1][C:2]1[C:10]([O:11][CH3:12])=[C:9]([O:13][CH3:14])[CH:8]=[C:7]2[C:3]=1[CH2:4][C:5](=[N:21][OH:20])[C:6]2=[O:15]. Procedure: Similar procedure as described in example 9B was used, starting from 4-Chloro-5,6-dimethoxy-indan-1-one and n-butylnitrite to give 4-Chloro-5,6-dimethoxy-indan-1,2-dione 2-oxime. LC-MS: m/e 256 (MH+). The reactants are Cl.C(CCCC)(OCC)=N (ethyl valerimidate hydrochloride), C(CCCC)#N (valeronitrile), C(C)O (ethanol), Cl (hydrogen chloride). Procedure details: A 12.7 g (76.7 mmole) sample of ethyl valerimidate hydrochloride [prepared from valeronitrile, ethanol, and hydrogen chloride gas as described by A. J. Hill and I. Rabinowitz, J. Am. Chem. Soc., 48, 734 (1926)] was dissolved in 33% (w/w) potassium carbonate solution (made by dissolving 15 g of K2CO3 in 30 ml of H2O) and immediately extracted with ether (3×40 ml). The combined ether layers were dried over Na2SO4, filtered, and concentrated in vacuo to give 7.09 g (72%) of the product as a clear o... Isolated yield 72.0%. Reaction SMILES: Cl.[C:2](=[NH:10])([O:7][CH2:8][CH3:9])[CH2:3][CH2:4][CH2:5][CH3:6].C(#N)CCCC.C(O)C.Cl>C(=O)([O-])[O-].[K+].[K+]>[C:2](=[NH:10])([O:7][CH2:8][CH3:9])[CH2:3][CH2:4][CH2:5][CH3:6] |f:0.1,5.6.7|. The product is C(CCCC)(OCC)=N (Ethyl Valerimidate). Run in C([O-])([O-])=O.[K+].[K+] (potassium carbonate). Reactants: reagent, C(N)(=O)C1=CC(=C(C=C1)NC1=NC2=C(N1CCCO)C(=CC=C2Cl)C(=O)OC)C (methyl 2-[(4-carbamoyl-2-methylphenyl)amino]-4-chloro-1-(3-hydroxypropyl)-1H-benzimidazole-7-carboxylate). The solvent is C1=CC(=CC=C1Cl)Cl (dichlorobenzene). Run at temperature 110 celsius, time 23 hour. The product is C(N)(=O)C1=CC(=C(C=C1)N1CCCN2C1=NC=1C2=C(C=CC1Cl)C(=O)OC)C (Methyl 1-(4-carbamoyl-2-methylphenyl)-9-chloro-1,2,3,4-tetrahydropyrimido[1,2-a]benzimidazole-6-carboxylate). The yield is 61.2%. As a reaction SMILES: [C:1]([C:4]1[CH:9]=[CH:8][C:7]([NH:10][C:11]2[N:15]([CH2:16][CH2:17][CH2:18]O)[C:14]3[C:20]([C:25]([O:27][CH3:28])=[O:26])=[CH:21][CH:22]=[C:23]([Cl:24])[C:13]=3[N:12]=2)=[C:6]([CH3:29])[CH:5]=1)(=[O:3])[NH2:2]>C1C(Cl)=CC=C(Cl)C=1>[C:1]([C:4]1[CH:9]=[CH:8][C:7]([N:10]2[C:11]3=[N:12][C:13]4[C:14](=[C:20]([C:25]([O:27][CH3:28])=[O:26])[CH:21]=[CH:22][C:23]=4[Cl:24])[N:15]3[CH2:16][CH2:17][CH2:18]2)=[C:6]([CH3:29])[CH:5]=1)(=[O:3])[NH2:2]. Procedure details: Tsunoda reagent (904 mg, 3.74 mmol) was added to a stirred suspension of methyl 2-[(4-carbamoyl-2-methylphenyl)amino]-4-chloro-1-(3-hydroxypropyl)-1H-benzimidazole-7-carboxylate (1.30 g, 3.12 mmol) in dichlorobenzene (30 mL) at room temperature, and the mixture was stirred at 110° C. for 23 hr. The mixture was concentrated in vacuo, crystallized from ethyl acetate/diisopropyl ether and washed with diisopropyl ether to give the title compound as a pale yellow powder (761 mg, 1.91 mmol, 61%).